Dataset: the Open Reaction Database (ORD), a public repository of structured organic reaction records. Task: describe an organic reaction: reactants, conditions, products, and yield Starting materials: CC(=O)O[BH-](OC(C)=O)OC(C)=O, CC(C)=O, CC(=O)O, CO, ClCCl, [Na+], O=C1OCCN1c1ccc(-n2cc3c(n2)CCNCC3)cc1. Product: CC(C)N1CCc2cn(-c3ccc(N4CCOC4=O)cc3)nc2CC1. Reaction SMILES: [C:31]([O:32][BH-:33]([O:34][C:35](=[O:36])[CH3:37])[O:38][C:39](=[O:40])[CH3:41])(=[O:42])[CH3:43].[CH3:23][C:24]([CH3:25])=[O:26].[CH3:27][C:28](=[O:29])[OH:30].[CH3:48][OH:49].[Cl:45][CH2:46][Cl:47].[Na+:44].[n:1]1[n:2](-[c:11]2[cH:12][cH:13][c:14]([N:17]3[C:18](=[O:22])[O:19][CH2:20][CH2:21]3)[cH:15][cH:16]2)[cH:3][c:4]2[c:5]1[CH2:6][CH2:7][NH:8][CH2:9][CH2:10]2>>[n:1]1[n:2](-[c:11]2[cH:12][cH:13][c:14]([N:17]3[C:18](=[O:22])[O:19][CH2:20][CH2:21]3)[cH:15][cH:16]2)[cH:3][c:4]2[c:5]1[CH2:6][CH2:7][N:8]([CH:24]([CH3:23])[CH3:25])[CH2:9][CH2:10]2. Reactants: CO, Cl, O, O=S(=O)(c1ccc(O)cc1)N(Cc1ccc(OC2CCCCO2)cc1)c1ccc(OCCN2CCCC2)cc1. Yields the product O=S(=O)(c1ccc(O)cc1)N(Cc1ccc(O)cc1)c1ccc(OCCN2CCCC2)cc1. RXN SMILES: [CH3:42][OH:43].[ClH:40].[OH2:41].[OH:1][c:2]1[cH:3][cH:4][c:5]([S:8](=[O:9])(=[O:10])[N:11]([CH2:12][c:13]2[cH:14][cH:15][c:16]([O:19][CH:20]3[CH2:21][CH2:22][CH2:23][CH2:24][O:25]3)[cH:17][cH:18]2)[c:26]2[cH:27][cH:28][c:29]([O:32][CH2:33][CH2:34][N:35]3[CH2:36][CH2:37][CH2:38][CH2:39]3)[cH:30][cH:31]2)[cH:6][cH:7]1>>[OH:1][c:2]1[cH:3][cH:4][c:5]([S:8](=[O:9])(=[O:10])[N:11]([CH2:12][c:13]2[cH:14][cH:15][c:16]([OH:19])[cH:17][cH:18]2)[c:26]2[cH:27][cH:28][c:29]([O:32][CH2:33][CH2:34][N:35]3[CH2:36][CH2:37][CH2:38][CH2:39]3)[cH:30][cH:31]2)[cH:6][cH:7]1. The reactants are Cl.CC1(OB(OC1(C)C)C=1C=NN(C1)C1CCNCC1)C (4-[4-(4,4,5,5-tetramethyl-[1,3,2]dioxaborolan-2-yl)-pyrazol-1-yl]-piperidine hydrochloride), C(C)(=O)Cl (acetyl chloride), CCN(C(C)C)C(C)C (DIPEA). Solvent: CN(C)C=O (DMF). Product: CC1(OB(OC1(C)C)C=1C=NN(C1)C1CCN(CC1)C(C)=O)C (1-{4-[4-(4,4,5,5-tetramethyl-1,3,2-dioxaborolan-2-yl)-1H-pyrazol-1-yl]piperidin-1-yl}ethanone). Yield: 99.3%. RXN SMILES: Cl.[CH3:2][C:3]1([CH3:21])[C:7]([CH3:9])([CH3:8])[O:6][B:5]([C:10]2[CH:11]=[N:12][N:13]([CH:15]3[CH2:20][CH2:19][NH:18][CH2:17][CH2:16]3)[CH:14]=2)[O:4]1.[C:22](Cl)(=[O:24])[CH3:23].CCN(C(C)C)C(C)C>CN(C=O)C>[CH3:2][C:3]1([CH3:21])[C:7]([CH3:8])([CH3:9])[O:6][B:5]([C:10]2[CH:11]=[N:12][N:13]([CH:15]3[CH2:20][CH2:19][N:18]([C:22](=[O:24])[CH3:23])[CH2:17][CH2:16]3)[CH:14]=2)[O:4]1 |f:0.1|. Reported procedure: A solution of 4-[4-(4,4,5,5-tetramethyl-[1,3,2]dioxaborolan-2-yl)-pyrazol-1-yl]-piperidine hydrochloride (3.66 g, 11.7 mmol) in DMF (109.8 mL) was charged with acetyl chloride (0.91 mL, 12.84 mmol) and DIPEA (5.08 mL, 29.17 mmol) at 0° C. and left to warm up to RT in an ice bath overnight. The crude product was concentrated in vacuo to a solid and purified by flash chromatography (0 to 5% MeOH:EtOAc) to afford 3.71 g (99%) of the title compound. 1H NMR (400 MHz, DMSO-d6): δ 7.97 (s, 1H), 7.59 (s... The reactants are BrBr (bromine), C(C)(=O)OCC (ethyl acetate), diazoacetic ester, COC1=C(C=C(C=C1)OC)OC (1,2,4-trimethoxybenzene). As a reaction SMILES: C[O:2][C:3]1[CH:8]=[CH:7][C:6]([O:9]C)=[CH:5][C:4]=1[O:11]C.[Br:13]Br.[C:15]([O:18]CC)(=[O:17])[CH3:16]>C(Cl)(Cl)Cl.C(Cl)(Cl)(Cl)Cl>[BrH:13].[CH:7]1[C:6](=[O:9])[CH:5]=[C:4]([OH:11])[C:3]([OH:2])=[CH:8][C:16]=1[C:15]([OH:18])=[O:17]. Reported procedure: Puberulic acid is also obtainable by direct chemical synthesis, as disclosed by Johns et al., Jour. Chem. Soc. 1954, 198. According to this method, a solution of 3,4,6-trimethoxycycloheptatriene-caboxylic acid (an intermediate obtained by reacting diazoacetic ester and 1,2,4-trimethoxybenzene) in chloroform is reacted with a solution of bromine in carbon tetrachloride; the obtained precipitate is then heated in ethyl acetate, cooled in ice and then hydrolyzed with hydrobromic acid, obtaining sti... The solvent is C(Cl)(Cl)(Cl)Cl (carbon tetrachloride), C(Cl)(Cl)Cl (chloroform). Product: Br (hydrobromic acid), C1=C(C=C(C(=CC1=O)O)O)C(=O)O (stipitatic acid). Reactants: Mg, II (iodine), C1(=CC=CC=C1)P(=O)(C1=CC=CC=C1)Cl (diphenylphosphinic chloride), O (water), BrC=1C=CC(=C(C1)OC)Cl (5-bromo-2-chloroanisole). The solvent is O1CCCC1 (tetrahydrofuran), C1(=CC=CC=C1)C (toluene), O1CCCC1 (tetrahydrofuran), C1(=CC=CC=C1)C (toluene). Conditions: temperature 60 celsius, time 30 minute. The product is ClC1=C(C=C(C=C1)P(C1=CC=CC=C1)(C1=CC=CC=C1)=O)OC ((4-Chloro-3-methoxyphenyl)diphenylphosphine oxide). The yield is 82.0%. As a reaction SMILES: II.Br[C:4]1[CH:5]=[CH:6][C:7]([Cl:12])=[C:8]([O:10][CH3:11])[CH:9]=1.[C:13]1([P:19](Cl)([C:21]2[CH:26]=[CH:25][CH:24]=[CH:23][CH:22]=2)=[O:20])[CH:18]=[CH:17][CH:16]=[CH:15][CH:14]=1.O>O1CCCC1.C1(C)C=CC=CC=1>[Cl:12][C:7]1[CH:6]=[CH:5][C:4]([P:19](=[O:20])([C:21]2[CH:22]=[CH:23][CH:24]=[CH:25][CH:26]=2)[C:13]2[CH:18]=[CH:17][CH:16]=[CH:15][CH:14]=2)=[CH:9][C:8]=1[O:10][CH3:11]. Reported procedure: Under argon, 1 mol of Mg turnings and a spatula tip of iodine in a mixture of 100 ml of tetrahydrofuran and 100 ml of toluene were heated to 60° C. Over the course of 10 minutes, 200 g of 5-bromo-2-chloroanisole in a mixture of 200 ml of tetrahydrofuran and 200 ml of toluene were added dropwise. During the dropwise addition, the internal temperature was maintained at 60° C. by cooling. When the dropwise addition was complete, the reaction mixture was heated to reflux temperature and after-stirre... Reactants: BrC1=C(C=C(C=C1)N1C(C2=CC=C(C=C2C=C1)OC[C@@H]1OCCC1)=O)F (2-(4-Bromo-3-fluorophenyl)-6-[(R)-1-(tetrahydrofuran-2-yl)methoxy]-2H-isoquinolin-1-one), CN(C1(CNCC1)C)C (dimethyl-(3-methyl-pyrrolidin-3-yl)-amine). The product is CN(C1(CN(CC1)C1=C(C=C(C=C1)N1C(C2=CC=C(C=C2C=C1)OC[C@@H]1OCCC1)=O)F)C)C (2-[4-(3-Dimethylamino-3-methyl-pyrrolidin-1-yl)-3-fluorophenyl]-6-[(R)-1-(tetrahydrofuran-2-yl)methoxy]-2H-isoquinolin-1-one). As a reaction SMILES: Br[C:2]1[CH:7]=[CH:6][C:5]([N:8]2[CH:17]=[CH:16][C:15]3[C:10](=[CH:11][CH:12]=[C:13]([O:18][CH2:19][C@H:20]4[CH2:24][CH2:23][CH2:22][O:21]4)[CH:14]=3)[C:9]2=[O:25])=[CH:4][C:3]=1[F:26].[CH3:27][N:28]([CH3:35])[C:29]1([CH3:34])[CH2:33][CH2:32][NH:31][CH2:30]1>>[CH3:27][N:28]([CH3:35])[C:29]1([CH3:34])[CH2:33][CH2:32][N:31]([C:2]2[CH:7]=[CH:6][C:5]([N:8]3[CH:17]=[CH:16][C:15]4[C:10](=[CH:11][CH:12]=[C:13]([O:18][CH2:19][C@H:20]5[CH2:24][CH2:23][CH2:22][O:21]5)[CH:14]=4)[C:9]3=[O:25])=[CH:4][C:3]=2[F:26])[CH2:30]1. Procedure details: 2-(4-Bromo-3-fluorophenyl)-6-[(R)-1-(tetrahydrofuran-2-yl)methoxy]-2H-isoquinolin-1-one and dimethyl-(3-methyl-pyrrolidin-3-yl)-amine were reacted according to Method R1. In this way the product was obtained with molecular weight 465.57 (C27H32FN3O3); MS (ESI): 466 (M+H+). Starting materials: CCOC(=O)C1OC(C)(C)N(C(=O)OC(C)(C)C)C1c1ccccc1, CCO, [Li+], [OH-], O, O. The product is CC(C)(C)OC(=O)N1C(c2ccccc2)C(C(=O)O)OC1(C)C. RXN SMILES: [C:4]([CH3:5])([CH3:6])([CH3:7])[O:8][C:9](=[O:10])[N:11]1[C:12]([CH3:27])([CH3:28])[O:13][CH:14]([C:22](=[O:23])[O:24][CH2:25][CH3:26])[CH:15]1[c:16]1[cH:17][cH:18][cH:19][cH:20][cH:21]1.[CH3:30][CH2:31][OH:32].[Li+:3].[OH-:2].[OH2:1].[OH2:29]>>[C:4]([CH3:5])([CH3:6])([CH3:7])[O:8][C:9](=[O:10])[N:11]1[C:12]([CH3:27])([CH3:28])[O:13][CH:14]([C:22](=[O:23])[OH:24])[CH:15]1[c:16]1[cH:17][cH:18][cH:19][cH:20][cH:21]1. As a reaction SMILES: [CH2:1]([O:4][C:5]1[C:14]2[C:9](=[CH:10][C:11]([O:15][CH3:16])=[CH:12][CH:13]=2)[C:8]([C:17]2[CH:22]=[CH:21][CH:20]=[CH:19][CH:18]=2)=[C:7]([C:23]#[N:24])[N:6]=1)[CH:2]=[CH2:3].[CH3:25][C:26]1([CH3:33])[O:30][C@@H](CO)C[O:27]1>>[CH3:25][C:26]1([CH3:33])[O:30][C@@H:2]([CH2:1][O:4][C:5]2[C:14]3[C:9](=[CH:10][C:11]([O:15][CH3:16])=[CH:12][CH:13]=3)[C:8]([C:17]3[CH:22]=[CH:21][CH:20]=[CH:19][CH:18]=3)=[C:7]([C:23]#[N:24])[N:6]=2)[CH2:3][O:27]1. Reported procedure: Following the procedure for 1-(allyloxy)-6-methoxy-4-phenylisoquinoline-3-carbonitrile, using (S)-(+)-2,2,-dimethyl-1,3-dioxolane-4-methanol in place of allyl alcohol, the title compound was synthesized. Product: CC1(OC[C@@H](O1)COC1=NC(=C(C2=CC(=CC=C12)OC)C1=CC=CC=C1)C#N)C (1-{[(4S)-2,2-dimethyl-1,3-dioxolan-4-yl]methoxy}-6-methoxy4-phenylisoquinoline-3-carbonitrile). The reactants are C(C=C)OC1=NC(=C(C2=CC(=CC=C12)OC)C1=CC=CC=C1)C#N (1-(allyloxy)-6-methoxy-4-phenylisoquinoline-3-carbonitrile), CC1(OC[C@@H](O1)CO)C ((S)-(+)-2,2,-dimethyl-1,3-dioxolane-4-methanol). RXN SMILES: [CH:1]1([c:2]2[c:3]3[c:4]([cH:5][c:6]([C:7]([O:8][CH3:9])=[O:10])[cH:11][cH:12]3)[n:13]([CH3:14])[c:15]2-[c:16]2[cH:17][cH:18][cH:19][cH:20][c:21]2[O:22][CH2:23][C:24]([NH:25][CH2:26][CH2:27][CH2:28][CH2:29][CH2:30][NH:31][CH3:32])=[O:33])[CH2:34][CH2:35][CH2:36][CH2:37][CH2:38]1.[CH:39]1([c:45]2[c:46](-[c:59]3[c:60]([O:66][CH2:67][C:68](=[O:69])[NH:70][CH2:71][CH2:72][CH2:73][CH2:74][CH2:75][N:76]([S:77]([c:78]4[cH:79][cH:80][cH:81][cH:82][c:83]4[N+:84]([O-:85])=[O:86])(=[O:87])=[O:88])[CH3:89])[cH:61][c:62]([F:65])[cH:63][cH:64]3)[n:47]([CH3:58])[c:48]3[cH:49][c:50]([C:54](=[O:55])[O:56][CH3:57])[cH:51][cH:52][c:53]23)[CH2:40][CH2:41][CH2:42][CH2:43][CH2:44]1>>[CH:39]1([c:45]2[c:46](-[c:59]3[c:60]([O:66][CH2:67][C:68](=[O:69])[NH:70][CH2:71][CH2:72][CH2:73][CH2:74][CH2:75][NH:76][CH3:89])[cH:61][c:62]([F:65])[cH:63][cH:64]3)[n:47]([CH3:58])[c:48]3[cH:49][c:50]([C:54](=[O:55])[O:56][CH3:57])[cH:51][cH:52][c:53]23)[CH2:40][CH2:41][CH2:42][CH2:43][CH2:44]1. Product: CNCCCCCNC(=O)COc1cc(F)ccc1-c1c(C2CCCCC2)c2ccc(C(=O)OC)cc2n1C. Reactants: CNCCCCCNC(=O)COc1ccccc1-c1c(C2CCCCC2)c2ccc(C(=O)OC)cc2n1C, COC(=O)c1ccc2c(C3CCCCC3)c(-c3ccc(F)cc3OCC(=O)NCCCCCN(C)S(=O)(=O)c3ccccc3[N+](=O)[O-])n(C)c2c1. Reactants: C[Si](C1=CC=2C(C3=CC(=CC=C3C2C=C1)[Si](C)(C)C)([Si](C)(C)C)[Si](C)(C)C)(C)C (2,7,9,9-tetrakis(trimethylsilyl)-fluorene), [OH-].[K+] (KOH). Run in C(C)O (ethanol). Product: C[Si](C1=CC=2CC3=CC(=CC=C3C2C=C1)[Si](C)(C)C)(C)C (2,7-bis(trimethylsilyl)fluorene). Yield: 93.7%. Reaction SMILES: [CH3:1][Si:2]([CH3:29])([CH3:28])[C:3]1[CH:15]=[CH:14][C:13]2[C:12]3[C:7](=[CH:8][C:9]([Si:16]([CH3:19])([CH3:18])[CH3:17])=[CH:10][CH:11]=3)[C:6]([Si](C)(C)C)([Si](C)(C)C)[C:5]=2[CH:4]=1.[OH-].[K+]>C(O)C>[CH3:17][Si:16]([CH3:19])([CH3:18])[C:9]1[CH:10]=[CH:11][C:12]2[C:13]3[C:5](=[CH:4][C:3]([Si:2]([CH3:29])([CH3:28])[CH3:1])=[CH:15][CH:14]=3)[CH2:6][C:7]=2[CH:8]=1 |f:1.2|. Procedure details: To a suspension of 0.5 g of 2,7,9,9-tetrakis(trimethylsilyl)-fluorene in 15 mL of 95% ethanol was added 1.5 mL of 10% KOH. The mixture was refluxed for 2 hours and cooled in an ice bath for one hour. The precipitated crystals were removed by filtration, rinsed with water (2×5 mL), dried in air, and recrystallized from methanol to give 0.32 g (93.8%) of pure 2,7-bis(trimethylsilyl)fluorene as colorless crystals, m.p. 117°-118° C.; 1H NMR (CDCl3): δ 0.31 (s, 18H, SiMe3), 3.90 (s, 2H, CH2), 7.20-7....